Dataset: the Open Reaction Database (ORD), a public repository of structured organic reaction records. Task: describe an organic reaction: reactants, conditions, products, and yield Reactants: CC(C)(C)OC(=O)CN1C(=O)C(NC(=O)c2nccc3ccccc23)CCC(=O)N1Cc1ccccc1, ClCCl, O=C(O)C(F)(F)F. Product: O=C(O)CN1C(=O)C(NC(=O)c2nccc3ccccc23)CCC(=O)N1Cc1ccccc1. RXN SMILES: [C:1]([CH3:2])([CH3:3])([CH3:4])[O:5][C:6]([CH2:7][N:8]1[N:9]([CH2:30][c:31]2[cH:32][cH:33][cH:34][cH:35][cH:36]2)[C:10](=[O:29])[CH2:11][CH2:12][CH:13]([NH:16][C:17](=[O:18])[c:19]2[n:20][cH:21][cH:22][c:23]3[cH:24][cH:25][cH:26][cH:27][c:28]23)[C:14]1=[O:15])=[O:37].[Cl:45][CH2:46][Cl:47].[OH:38][C:39]([C:40]([F:41])([F:42])[F:43])=[O:44]>>[O:5]=[C:6]([CH2:7][N:8]1[N:9]([CH2:30][c:31]2[cH:32][cH:33][cH:34][cH:35][cH:36]2)[C:10](=[O:29])[CH2:11][CH2:12][CH:13]([NH:16][C:17](=[O:18])[c:19]2[n:20][cH:21][cH:22][c:23]3[cH:24][cH:25][cH:26][cH:27][c:28]23)[C:14]1=[O:15])[OH:37]. Reactants: FC(C(=O)NC1=NN(CC1C)C1=CC=CC=C1)(F)F (2,2,2-Trifluoro-N-(4-methyl-1-phenyl-2-pyrazolin-3-yl)acetamide), C(C)(=O)OC(C)=O (acetic anhydride), O (water). The reagents and catalysts are CN(C1=CC=NC=C1)C (4-dimethylaminopyridine). Run in ClCCl (dichloromethane). Reaction conditions: time 18 hour. Product: CC1C(=NN(C1)C1=CC=CC=C1)NC(C)=O (N-(4-Methyl-1-phenyl-2-pyrazolin-3-yl)acetamide). RXN SMILES: F[C:2](F)(F)[C:3]([NH:5][C:6]1[CH:10]([CH3:11])[CH2:9][N:8]([C:12]2[CH:17]=[CH:16][CH:15]=[CH:14][CH:13]=2)[N:7]=1)=[O:4].C(OC(=O)C)(=O)C.O>CN(C)C1C=CN=CC=1.ClCCl>[CH3:11][CH:10]1[CH2:9][N:8]([C:12]2[CH:17]=[CH:16][CH:15]=[CH:14][CH:13]=2)[N:7]=[C:6]1[NH:5][C:3](=[O:4])[CH3:2]. Procedure: A 10.0 g. amount of 3-amino-4-methyl-1-phenyl-2-pyrazoline (prepared as described in Example 6) is dissolved in 50 ml. of acetic anhydride, then 500 mg. of 4-dimethylaminopyridine is added and the reaction mixture is allowed to stand at room temperature for 18 hours. The mixture is poured into water to separate a gum which solidifies and is collected by filtration. The solid is added with stirring to 150 ml. of methanol containing 10.0 g. of sodium hydroxide. After 30 minutes, the solvent is rem... Conditions: time 16 hour. Run in O1CCOCC1 (dioxane). Starting materials: CN1C(C(=CC(=C1)B1OC(C(O1)(C)C)(C)C)NC1=NC=C(C=C1)CN1CCOCC1)=O (Methyl-3-(5-morpholin-4-ylmethyl-pyridin-2-ylamino)-5-(4,4,5,5-tetramethyl-1,3,2-dioxaborolan-2-yl)-1H-pyridin-2-one), C(C)(C)(C)[SiH2]OC(C1=C(C=CC=C1B1OC(C(O1)(C)C)(C)C)N1C(C2=CC=C(C=C2C=C1)C1CC1)=O)(C)C (2-[2-(tert-butyl-dimethyl-silanyloxymethyl)-3-(4,4,5,5-tetramethyl-1,3,2-dioxaborolan-2-yl)-phenyl]-6-cyclopropyl-2H-isoquinolin-1-one), C([O-])([O-])=O.[Cs+].[Cs+] (cesium carbonate), O (water), ClCCl (dichloromethane). Reaction SMILES: [CH3:1][N:2]1[CH:7]=[C:6](B2OC(C)(C)C(C)(C)O2)[CH:5]=[C:4]([NH:17][C:18]2[CH:23]=[CH:22][C:21]([CH2:24][N:25]3[CH2:30][CH2:29][O:28][CH2:27][CH2:26]3)=[CH:20][N:19]=2)[C:3]1=[O:31].C([SiH2][O:37][C:38](C)(C)[C:39]1[C:44](B2OC(C)(C)C(C)(C)O2)=[CH:43][CH:42]=[CH:41][C:40]=1[N:54]1[CH:63]=[CH:62][C:61]2[C:56](=[CH:57][CH:58]=[C:59]([CH:64]3[CH2:66][CH2:65]3)[CH:60]=2)[C:55]1=[O:67])(C)(C)C.C(=O)([O-])[O-].[Cs+].[Cs+].O.ClCCl>O1CCOCC1>[CH:64]1([C:59]2[CH:60]=[C:61]3[C:56](=[CH:57][CH:58]=2)[C:55](=[O:67])[N:54]([C:40]2[CH:41]=[CH:42][CH:43]=[C:44]([C:6]4[CH:5]=[C:4]([NH:17][C:18]5[CH:23]=[CH:22][C:21]([CH2:24][N:25]6[CH2:26][CH2:27][O:28][CH2:29][CH2:30]6)=[CH:20][N:19]=5)[C:3](=[O:31])[N:2]([CH3:1])[CH:7]=4)[C:39]=2[CH2:38][OH:37])[CH:63]=[CH:62]3)[CH2:66][CH2:65]1 |f:2.3.4|. Reported procedure: Methyl-3-(5-morpholin-4-ylmethyl-pyridin-2-ylamino)-5-(4,4,5,5-tetramethyl-1,3,2-dioxaborolan-2-yl)-1H-pyridin-2-one (96 mg, 0.25 mmol), 2-[2-(tert-butyl-dimethyl-silanyloxymethyl)-3-(4,4,5,5-tetramethyl-1,3,2-dioxaborolan-2-yl)-phenyl]-6-cyclopropyl-2H-isoquinolin-1-one (124 mg, 0.233 mmol), 2 mL dioxane, and a 0.86 mg/μL solution of cesium carbonate in water (450 μL, 1.2 mmol) were charged into a 4 mL reaction vial fitted with a stir bar and septum. Sparged mixture with nitrogen for 5 min. Add... Product: C1(CC1)C=1C=C2C=CN(C(C2=CC1)=O)C1=C(C(=CC=C1)C1=CN(C(C(=C1)NC1=NC=C(C=C1)CN1CCOCC1)=O)C)CO (6-Cyclopropyl-2-{2-hydroxymethyl-3-[1-methyl-5-(5-morpholin-4-ylmethyl-pyridin-2-ylamino)-6-oxo-1,6-dihydro-pyridin-3-yl]-phenyl}-2H-isoquinolin-1-one). Starting materials: CCCC[N+](CCCC)(CCCC)CCCC, C1CCOC1, COC(=O)c1cc(C#C[Si](C)(C)C)c(C(F)(F)F)cc1N, [F-]. Yields the product C#Cc1cc(C(=O)OC)c(N)cc1C(F)(F)F. RXN SMILES: [CH2:23]([N+:24]([CH2:25][CH2:26][CH2:27][CH3:28])([CH2:29][CH2:30][CH2:31][CH3:32])[CH2:33][CH2:34][CH2:35][CH3:36])[CH2:37][CH2:38][CH3:39].[CH2:40]1[O:41][CH2:42][CH2:43][CH2:44]1.[CH3:1][O:2][C:3]([c:4]1[c:5]([NH2:20])[cH:6][c:7]([C:16]([F:17])([F:18])[F:19])[c:8]([C:10]#[C:11][Si:12]([CH3:13])([CH3:14])[CH3:15])[cH:9]1)=[O:21].[F-:22]>>[CH3:1][O:2][C:3]([c:4]1[c:5]([NH2:20])[cH:6][c:7]([C:16]([F:17])([F:18])[F:19])[c:8]([C:10]#[CH:11])[cH:9]1)=[O:21]. The reactants are CO, Cl, [Na+], CN1C(C(=O)Nc2cccccc2=O)=C(OC(=O)C=Cc2ccccc2)c2ccccc2S1(=O)=O, [OH-]. The product is CN1C(C(=O)Nc2cccccc2=O)=C(O)c2ccccc2S1(=O)=O. As a reaction SMILES: [CH3:39][OH:40].[ClH:38].[Na+:37].[O:1]=[c:2]1[c:3]([NH:9][C:10](=[O:11])[C:12]2=[C:17]([O:18][C:19](=[O:20])[CH:21]=[CH:22][c:23]3[cH:24][cH:25][cH:26][cH:27][cH:28]3)[c:16]3[c:15]([cH:32][cH:31][cH:30][cH:29]3)[S:14](=[O:33])(=[O:34])[N:13]2[CH3:35])[cH:4][cH:5][cH:6][cH:7][cH:8]1.[OH-:36]>>[O:1]=[c:2]1[c:3]([NH:9][C:10](=[O:11])[C:12]2=[C:17]([OH:18])[c:16]3[c:15]([cH:32][cH:31][cH:30][cH:29]3)[S:14](=[O:33])(=[O:34])[N:13]2[CH3:35])[cH:4][cH:5][cH:6][cH:7][cH:8]1. Reactants: C1(CC1)OC=1C=C(C=CC1OC(F)F)C1=C(C2=C(C=NN(C2=O)CC2=CC=CC=C2)N1COCC[Si](C)(C)C)O (2-(3-cyclopropoxy-4-difluoromethoxyphenyl)-3-hydroxyphenylmethyl-1-(2-trimethylsilylethoxymethyl)-1,5-dihydropyrrolo-[2,3-d]pyridazin-4-one), C1(CC1)OC=1C=C(C=CC1OC(F)F)C1=CC2=C(C=NNC2=O)N1COCC[Si](C)(C)C (2-(3-cyclopropoxy-4-difluoromethoxyphenyl)-1-(2-trimethylsilylethoxymethyl)-1,5-dihydropyrrolo[2,3-d]pyridazin-4-one). The solvent is O (water). The product is C1(CC1)OC=1C=C(C=CC1OC(F)F)C1=C(C2=C(C=NNC2=O)N1CC1=CC=CC=C1)O (2-(3-Cyclopropoxy-4-difluoromethoxyphenyl)-3-hydroxyphenylmethyl-1,5-dihydropyrrolo[2,3-d]pyridazin-4-one). Yield: 42.0%. Reaction SMILES: [CH:1]1([O:4][C:5]2[CH:6]=[C:7]([C:15]3[N:31]([CH2:32]OCC[Si](C)(C)C)[C:18]4[CH:19]=[N:20][N:21](CC5C=CC=CC=5)[C:22](=[O:23])[C:17]=4[C:16]=3[OH:40])[CH:8]=[CH:9][C:10]=2[O:11][CH:12]([F:14])[F:13])[CH2:3][CH2:2]1.C1(O[C:45]2[CH:46]=[C:47](C3N(COCC[Si](C)(C)C)C4C=NNC(=O)C=4C=3)[CH:48]=[CH:49][C:50]=2OC(F)F)CC1>O>[CH:1]1([O:4][C:5]2[CH:6]=[C:7]([C:15]3[N:31]([CH2:32][C:45]4[CH:46]=[CH:47][CH:48]=[CH:49][CH:50]=4)[C:18]4[CH:19]=[N:20][NH:21][C:22](=[O:23])[C:17]=4[C:16]=3[OH:40])[CH:8]=[CH:9][C:10]=2[O:11][CH:12]([F:14])[F:13])[CH2:3][CH2:2]1. Reported procedure: Reaction was carried out in the same manner as in Example 1-(b) except for using 51 mg (0.090 mmol) of 2-(3-cyclopropoxy-4-difluoromethoxyphenyl)-3-hydroxyphenylmethyl-1-(2-trimethylsilylethoxymethyl)-1,5-dihydropyrrolo-[2,3-d]pyridazin-4-one obtained in Example 20-(a) in place of 2-(3-cyclopropoxy-4-difluoromethoxyphenyl)-1-(2-trimethylsilylethoxymethyl)-1,5-dihydropyrrolo[2,3-d]pyridazin-4-one. After completion of the reaction, water was added to the reaction mixture, and the mixture was extra... As a reaction SMILES: Cl.[C:2]1([CH:8]([C:10]([CH3:15])([CH3:14])[C:11]([OH:13])=[O:12])[NH2:9])[CH:7]=[CH:6][CH:5]=[CH:4][CH:3]=1.[C:16](Cl)([O:18][CH2:19][CH:20]1[C:32]2[C:27](=[CH:28][CH:29]=[CH:30][CH:31]=2)[C:26]2[C:21]1=[CH:22][CH:23]=[CH:24][CH:25]=2)=[O:17]>C(=O)([O-])[O-].[Na+].[Na+].O1CCOCC1>[C:16]([NH:9][CH:8]([C:2]1[CH:7]=[CH:6][CH:5]=[CH:4][CH:3]=1)[C:10]([CH3:15])([CH3:14])[C:11]([OH:13])=[O:12])([O:18][CH2:19][CH:20]1[C:21]2[C:26](=[CH:25][CH:24]=[CH:23][CH:22]=2)[C:27]2[C:32]1=[CH:31][CH:30]=[CH:29][CH:28]=2)=[O:17] |f:0.1,3.4.5|. Isolated yield 27.0%. Conditions: time 8 hour. Procedure: The obtained β-phenyl-α,α-dimethyl-β-alanine hydrochloride (2.0 g, 10.8 mmol) was dissolved in a 10% aqueous solution of sodium carbonate (46 ml). To the resulting solution, a solution of Fmoc-Cl (3.35 g, 12.96 mmol) in dioxane (20 ml) was added dropwise under cooling with ice and the mixture was stirred at room temperature overnight. The solvents were distilled off and the residue was dissolved in water and washed with ether. The aqueous layer was adjusted to pH 3 with concentrated HCl under co... The solvent is O1CCOCC1 (dioxane), aqueous solution, C([O-])([O-])=O.[Na+].[Na+] (sodium carbonate). The reactants are C(=O)(OCC1C2=CC=CC=C2C2=CC=CC=C12)Cl (Fmoc-Cl), Cl.C1(=CC=CC=C1)C(N)C(C(=O)O)(C)C (β-phenyl-α,α-dimethyl-β-alanine hydrochloride). The product is C(=O)(OCC1C2=CC=CC=C2C2=CC=CC=C12)NC(C(C(=O)O)(C)C)C1=CC=CC=C1 (N-Fmoc-β-phenyl-α,α-dimethyl-β-alanine). Starting materials: C=CC#N, CCCCC(CC)CN(CC(CC)CCCC)CC(CC)CCCC, Cc1ccc([N+](=O)[O-])cc1C(=O)Cl, O=C1CCCC1. Product: Cc1ccc([N+](=O)[O-])cc1C=CC#N. Reaction SMILES: [CH2:14]=[CH:15][C:16]#[N:17].[CH2:18]([CH:19]([CH2:20][CH2:21][CH2:22][CH3:23])[CH2:24][N:25]([CH2:26][CH:27]([CH2:28][CH3:29])[CH2:30][CH2:31][CH2:32][CH3:33])[CH2:34][CH:35]([CH2:36][CH3:37])[CH2:38][CH2:39][CH2:40][CH3:41])[CH3:42].[CH3:1][c:2]1[c:3]([C:4]([Cl:5])=[O:6])[cH:7][c:8]([N+:11](=[O:12])[O-:13])[cH:9][cH:10]1.[O:43]=[C:44]1[CH2:45][CH2:46][CH2:47][CH2:48]1>>[CH3:1][c:2]1[c:3]([CH:4]=[CH:15][C:16]#[N:17])[cH:7][c:8]([N+:11](=[O:12])[O-:13])[cH:9][cH:10]1.